Dataset: the Open Reaction Database (ORD), a public repository of structured organic reaction records. Task: describe an organic reaction: reactants, conditions, products, and yield Starting materials: N[C@H](C(=O)NCCCC[C@@H](CO)N(CC(C)C)S(=O)(=O)C1=CC=C(C=C1)N)CC1=CC2=CC=CC=C2C=C1 ((2S,5S)-2-amino-N-{5-[(4-amino-benzenesulfonyl)-isobutyl-amino]-6-hydroxy-hexyl}-3-naphthalen-2-yl-propionamide), product, CN(C(=O)Cl)C (dimethylcarbamyl chloride). The product is NC1=CC=C(C=C1)S(=O)(=O)N([C@@H](CCCCNC([C@H](CC1=CC2=CC=CC=C2C=C1)NC(=O)N(C)C)=O)CO)CC(C)C ((2S,5S)-N-{5-[(4-Amino-benzenesulfonyl)-isobutyl-amino]-6-hydroxy-hexyl}-2-(3,3-dimethyl-ureido)-3-naphthalen-2-yl-propionamide). As a reaction SMILES: [NH2:1][C@@H:2]([CH2:28][C:29]1[CH:38]=[CH:37][C:36]2[C:31](=[CH:32][CH:33]=[CH:34][CH:35]=2)[CH:30]=1)[C:3]([NH:5][CH2:6][CH2:7][CH2:8][CH2:9][C@H:10]([N:13]([S:18]([C:21]1[CH:26]=[CH:25][C:24]([NH2:27])=[CH:23][CH:22]=1)(=[O:20])=[O:19])[CH2:14][CH:15]([CH3:17])[CH3:16])[CH2:11][OH:12])=[O:4].[CH3:39][N:40]([CH3:44])[C:41](Cl)=[O:42]>>[NH2:27][C:24]1[CH:23]=[CH:22][C:21]([S:18]([N:13]([CH2:14][CH:15]([CH3:17])[CH3:16])[C@H:10]([CH2:11][OH:12])[CH2:9][CH2:8][CH2:7][CH2:6][NH:5][C:3](=[O:4])[C@@H:2]([NH:1][C:41]([N:40]([CH3:44])[CH3:39])=[O:42])[CH2:28][C:29]2[CH:38]=[CH:37][C:36]3[C:31](=[CH:32][CH:33]=[CH:34][CH:35]=3)[CH:30]=2)(=[O:20])=[O:19])=[CH:26][CH:25]=1. Procedure: The title compound was prepared from (2S,5S)-2-amino-N-{5-[(4-amino-benzenesulfonyl)-isobutyl-amino]-6-hydroxy-hexyl}-3-naphthalen-2-yl-propionamide (product of example 49) as described in general procedure D using dimethylcarbamyl chloride. The final product was obtained in 11% yield. The reactants are [N+](=O)([O-])C1=CC=C(C=C1)COC(=O)N1CCN(CC1)C(=O)[C@H]1C[C@@H](SC(C)=O)CO1 (4-(4-S-Acetyl-2,5-anhydro-3-deoxy-4-thio-L-threo-pentonoyl)-1-piperazinecarboxylic acid (4-nitrophenyl)methyl ester), [OH-].[Na+] (sodium hydroxide), CO (methyl alcohol). Run in C(C)(=O)OCC.CCCCCC (ethyl acetate hexane). Yields the product [N+](=O)([O-])C1=CC=C(C=C1)COC(=O)N1CCN(CC1)C(=O)[C@H]1C[C@@H](S)CO1 (4-(2,5-Anhydro-3-deoxy-4-thio-L-threo-pentonoyl)-1-piperazinecarboxylic acid (4-nitrophenyl)methyl ester). Yield: 41.4%. RXN SMILES: [N+:1]([C:4]1[CH:9]=[CH:8][C:7]([CH2:10][O:11][C:12]([N:14]2[CH2:19][CH2:18][N:17]([C:20]([C@@H:22]3[O:30][CH2:29][C@H:24]([S:25]C(=O)C)[CH2:23]3)=[O:21])[CH2:16][CH2:15]2)=[O:13])=[CH:6][CH:5]=1)([O-:3])=[O:2].[OH-].[Na+].CO>C(OCC)(=O)C.CCCCCC>[N+:1]([C:4]1[CH:5]=[CH:6][C:7]([CH2:10][O:11][C:12]([N:14]2[CH2:15][CH2:16][N:17]([C:20]([C@@H:22]3[O:30][CH2:29][C@H:24]([SH:25])[CH2:23]3)=[O:21])[CH2:18][CH2:19]2)=[O:13])=[CH:8][CH:9]=1)([O-:3])=[O:2] |f:1.2,4.5|. Reported procedure: The title compound is prepared by the procedure of Example 153 using 0.230 g of product from Example 157, 0.29 ml of 4N sodium hydroxide and 1.7 ml of methyl alcohol to give 0.086 g of the desired product after chromatography (silica gel: 10 -100% ethyl acetate/hexane).